From a dataset of the Open Reaction Database (ORD), a public repository of structured organic reaction records. describe an organic reaction: reactants, conditions, products, and yield Reactants: ClC1=NC=CC=C1Cl (2,3-dichloropyridine), C(C)(C)N(C(C)C)CC (N,N-diisopropylethylamine), FC(C1=CC=C(C=C1)NC1=NC=CC=2CNCCC12)(F)F (N-(4-(Trifluoromethyl)phenyl)-5,6,7,8-tetrahydro-2,6-naphthyridin-1-amine). Procedure details: N-(4-(Trifluoromethyl)phenyl)-5,6,7,8-tetrahydro-2,6-naphthyridin-1-amine (200 mg, 0.68 mmol) was dissolved in a mixture of dioxane/N,N-dimethylacetamide (4:1) (3 mL). To the mixture was added 2,3-dichloropyridine (200 mg, 1.36 mmol) and N,N-diisopropylethylamine (0.24 mL, 1.36 mmol). The mixture was heated at 150° C. in a Personal Chemistry microwave for 16 h. The solvents were removed under vacuum and the residue was dissolved in ethyl acetate and washed with sat. NaHCO3 and brine. The organic... Reaction SMILES: [F:1][C:2]([F:21])([F:20])[C:3]1[CH:8]=[CH:7][C:6]([NH:9][C:10]2[C:19]3[CH2:18][CH2:17][NH:16][CH2:15][C:14]=3[CH:13]=[CH:12][N:11]=2)=[CH:5][CH:4]=1.Cl[C:23]1[C:28]([Cl:29])=[CH:27][CH:26]=[CH:25][N:24]=1.C(N(CC)C(C)C)(C)C>O1CCOCC1.CN(C)C(=O)C>[Cl:29][C:28]1[C:23]([N:16]2[CH2:17][CH2:18][C:19]3[C:10]([NH:9][C:6]4[CH:5]=[CH:4][C:3]([C:2]([F:1])([F:20])[F:21])=[CH:8][CH:7]=4)=[N:11][CH:12]=[CH:13][C:14]=3[CH2:15]2)=[N:24][CH:25]=[CH:26][CH:27]=1 |f:3.4|. The product is ClC=1C(=NC=CC1)N1CC=2C=CN=C(C2CC1)NC1=CC=C(C=C1)C(F)(F)F (6-(3-Chloropyridin-2-yl)-N-(4-(trifluoromethyl)phenyl)-5,6,7,8-tetrahydro-2,6-naphthyridin-1-amine). The yield is 27.6%. Run at temperature 150 celsius. Solvent: O1CCOCC1.CN(C(C)=O)C (dioxane N,N-dimethylacetamide). Reactants: C(C1=CC=CC=C1)N1C=NC(=C1)C1(CC2=CC=CC=C2C1)CO ([2-(1-benzyl-1H-imidazol-4-yl)-2,3-dihydro-1H-inden-2-yl]methanol), [H-].[Na+] (NaH), CI (methyl iodide), [H-].[Na+] (sodium hydride). The solvent is O1CCCC1 (tetrahydrofuran). The product is C(C1=CC=CC=C1)N1C=NC(=C1)C1(CC2=CC=CC=C2C1)COC (1-benzyl-4-(2,3-dihydro-2-methoxymethyl-1H-inden-2-yl)-1H-imidazole). Reaction SMILES: [CH2:1]([N:8]1[CH:12]=[C:11]([C:13]2([CH2:22][OH:23])[CH2:21][C:20]3[C:15](=[CH:16][CH:17]=[CH:18][CH:19]=3)[CH2:14]2)[N:10]=[CH:9]1)[C:2]1[CH:7]=[CH:6][CH:5]=[CH:4][CH:3]=1.[CH3:24]I.[H-].[Na+]>O1CCCC1>[CH2:1]([N:8]1[CH:12]=[C:11]([C:13]2([CH2:22][O:23][CH3:24])[CH2:21][C:20]3[C:15](=[CH:16][CH:17]=[CH:18][CH:19]=3)[CH2:14]2)[N:10]=[CH:9]1)[C:2]1[CH:3]=[CH:4][CH:5]=[CH:6][CH:7]=1 |f:2.3|. Procedure: The reaction was performed according to example 9c using 1,66 g of [2-(1-benzyl-1H-imidazol-4-yl)-2,3-dihydro-1H-inden-2-yl]methanol (base) and 1,42 g of methyl iodide as starting materials, sodium hydride (0,84 g of a 50% dispersion of NaH in mineral oil) as reagent and dry tetrahydrofuran as solvent. The reactants are C(C)(=O)OC(C(C)C1=CC=CC=C1)C(N)=O (carbamoyl-2-phenyl propanol acetate), C(C)(=O)OC[C@@H](CC(N)=O)C1=CC=CC=C1 ((S)-3-carbamoyl-2-phenyl propanol acetate). Yields the product C(N)(=O)C(C(C)C1=CC=CC=C1)O (carbamoyl-2-phenyl propanol). RXN SMILES: C([O:4][CH:5]([C:14](=[O:16])[NH2:15])[CH:6]([C:8]1[CH:13]=[CH:12][CH:11]=[CH:10][CH:9]=1)[CH3:7])(=O)C.C(OC[C@H](C1C=CC=CC=1)CC(=O)N)(=O)C>>[C:14]([CH:5]([OH:4])[CH:6]([C:8]1[CH:13]=[CH:12][CH:11]=[CH:10][CH:9]=1)[CH3:7])(=[O:16])[NH2:15]. Procedure details: Except for using (S)-3-N-morphoryl carbamoyl-2-phenyl propanol acetate, instead of (S)-3-carbamoyl-2-phenyl propanol acetate as the starting material, the same procedure with that of Example 38 was repeated. Reactants: FC(C=1C=C(CN([C@H]2C[C@H](N(C2)CC2=CC(=CC=C2)Cl)C(=O)O)C)C=C(C1)C(F)(F)F)(F)F ((2S,4S)-4-[(3,5-bis-trifluoromethyl-benzyl)-methyl-amino]-1-(3-chloro-benzyl)-pyrrolidine-2-carboxylic acid), C1(=CC(=CC=C1)N1CCNCC1)C (4-m-tolyl-piperazine). Product: FC(C=1C=C(CN([C@H]2C[C@H](N(C2)CC2=CC(=CC=C2)Cl)C(=O)N2CCN(CC2)C=2C=C(C=CC2)C)C)C=C(C1)C(F)(F)F)(F)F ([(2S,4S)-4-[(3,5-Bis-trifluoromethyl-benzyl)-methyl-amino]-1-(3-chloro-benzyl)-pyrrolidin-2-yl]-(4-m-tolyl-piperazin-1-yl)-methanone). The yield is 8.0%. As a reaction SMILES: [F:1][C:2]([F:33])([F:32])[C:3]1[CH:4]=[C:5]([CH:25]=[C:26]([C:28]([F:31])([F:30])[F:29])[CH:27]=1)[CH2:6][N:7]([CH3:24])[C@@H:8]1[CH2:12][N:11]([CH2:13][C:14]2[CH:19]=[CH:18][CH:17]=[C:16]([Cl:20])[CH:15]=2)[C@H:10]([C:21]([OH:23])=O)[CH2:9]1.[C:34]1([CH3:46])[CH:39]=[CH:38][CH:37]=[C:36]([N:40]2[CH2:45][CH2:44][NH:43][CH2:42][CH2:41]2)[CH:35]=1>>[F:30][C:28]([F:31])([F:29])[C:26]1[CH:25]=[C:5]([CH:4]=[C:3]([C:2]([F:32])([F:33])[F:1])[CH:27]=1)[CH2:6][N:7]([CH3:24])[C@@H:8]1[CH2:12][N:11]([CH2:13][C:14]2[CH:19]=[CH:18][CH:17]=[C:16]([Cl:20])[CH:15]=2)[C@H:10]([C:21]([N:43]2[CH2:44][CH2:45][N:40]([C:36]3[CH:35]=[C:34]([CH3:46])[CH:39]=[CH:38][CH:37]=3)[CH2:41][CH2:42]2)=[O:23])[CH2:9]1. Procedure details: As described for Example 64e, (2S,4S)-4-[(3,5-bis-trifluoromethyl-benzyl)-methyl-amino]-1-(3-chloro-benzyl)-pyrrolidine-2-carboxylic acid (1 mmol) was converted, using 4-m-tolyl-piperazine instead of 2-cyclohexyl-1,3,8-triaza-spiro[4.5]dec-1-en-4-one, to the title compound (52.3 mg) in 8% yield as colorless oil. MS m/e=654.1 [M+H]+. Reaction SMILES: [CH:1]([C:4]1[C:11]([O:12][CH3:13])=[CH:10][CH:9]=[CH:8][C:5]=1[CH:6]=O)([CH3:3])[CH3:2].[N+:14]([CH3:17])([O-:16])=[O:15].C([O-])(=O)C.[NH4+]>C(O)(=O)C>[CH:1]([C:4]1[C:5]([CH:6]=[CH:17][N+:14]([O-:16])=[O:15])=[CH:8][CH:9]=[CH:10][C:11]=1[O:12][CH3:13])([CH3:3])[CH3:2] |f:2.3|. Starting materials: C(C)(C)C1=C(C=O)C=CC=C1OC (2-isopropyl-3-methoxy-benzaldehyde), [N+](=O)([O-])C (nitromethane), C(C)(=O)[O-].[NH4+] (ammonium acetate). Run in C(C)(=O)O (acetic acid). Isolated yield 88.6%. Procedure: Using a method similar to Example 659, Step 1, using 2-isopropyl-3-methoxy-benzaldehyde (3.56 g, 20.0 mmol), nitromethane (3.25 ml, 60.0 mmol), ammonium acetate (2.00 g, 26.0 mmol) and acetic acid (25 ml) gave 2-isopropyl-1-methoxy-3-(2-nitro-vinyl)-benzene (3.92 g) as a viscous oil. 1H NMR (CDCl3): 8.48 (d, 1H), 7.38 (d, 1H), 7.20 (t, 1H), 7.02-6.96 (m, 2H), 3.84 (s, 3H), 3.41 (m, 1H), 1.36 (d, 6H). Product: C(C)(C)C1=C(C=CC=C1C=C[N+](=O)[O-])OC (2-isopropyl-1-methoxy-3-(2-nitro-vinyl)-benzene). Reactants: C1(=CC=CC=C1)C=1N=CN(C1C1=NC=NC=C1)C1CCNCC1 (4-(4-phenyl-1-piperidin-4-yl-1H-imidazol-5-yl)pyrimidine), ClCC1=NC=CC=N1 (2-(chloromethyl)pyrimidine), FC1=CC=C(C=C1)C=1N=CN(C1C1=NC(=NC=C1)N)C1CCN(CC1)CC1=NC=CC=N1 (4-{4-(4-Fluorophenyl)-1-[1-(pyrimidin-2-ylmethyl)piperidin-4-yl]-1H-imidazol-5-yl}pyrimidin-2-amine). Product: C1(=CC=CC=C1)C=1N=CN(C1C1=NC=NC=C1)C1CCN(CC1)CC1=NC=CC=N1 (2-{[4-(4-Phenyl-5-pyrimidin-4-yl-1H-imidazol-1-yl)piperidin-1-yl]methyl}pyrimidine), product. As a reaction SMILES: C1(C2N=CN(C3CCNCC3)C=2C2C=CN=CN=2)C=CC=CC=1.ClCC1N=CC=CN=1.F[C:33]1[CH:38]=[CH:37][C:36]([C:39]2[N:40]=[CH:41][N:42]([CH:51]3[CH2:56][CH2:55][N:54]([CH2:57][C:58]4[N:63]=[CH:62][CH:61]=[CH:60][N:59]=4)[CH2:53][CH2:52]3)[C:43]=2[C:44]2[CH:49]=[CH:48][N:47]=[C:46](N)[N:45]=2)=[CH:35][CH:34]=1>>[C:36]1([C:39]2[N:40]=[CH:41][N:42]([CH:51]3[CH2:56][CH2:55][N:54]([CH2:57][C:58]4[N:63]=[CH:62][CH:61]=[CH:60][N:59]=4)[CH2:53][CH2:52]3)[C:43]=2[C:44]2[CH:49]=[CH:48][N:47]=[CH:46][N:45]=2)[CH:35]=[CH:34][CH:33]=[CH:38][CH:37]=1. Procedure details: The title product was prepared by reaction of 4-(4-phenyl-1-piperidin-4-yl-1H-imidazol-5-yl)pyrimidine (C23) with 2-(chloromethyl)pyrimidine according to the general procedure for the synthesis of 4-{4-(4-fluorophenyl)-1-[1-(pyrimidin-2-ylmethyl)piperidin-4-yl]-1H-imidazol-5-yl}pyrimidin-2-amine (3) in Example 3. In this case, after the reaction mixture was concentrated, the residue was partitioned between ethyl acetate and water. The organic layer was washed with saturated aqueous sodium chlori... Reactants: C(C1=CC=CC=C1)OC(NC1=CC(=CC(=C1)Br)C=1OC2=C(N1)C=CC=C2)=O ((3-benzoxazol-2-yl-5-bromo-phenyl)-carbamic acid benzyl ester), B(F)(F)F.CCOCC (BF3 Et2O), CSC (dimethylsulfide). Yields the product O1C(=NC2=C1C=CC=C2)C=2C=C(C=C(C2)Br)N (3-benzoxazol-2-yl-5-bromo-phenylamine). Reaction conditions: time 20 hour. Run in C(Cl)(Cl)Cl (chloroform). Reaction SMILES: C(OC(=O)[NH:10][C:11]1[CH:16]=[C:15]([Br:17])[CH:14]=[C:13]([C:18]2[O:19][C:20]3[CH:26]=[CH:25][CH:24]=[CH:23][C:21]=3[N:22]=2)[CH:12]=1)C1C=CC=CC=1.B(F)(F)F.CCOCC.CSC>C(Cl)(Cl)Cl>[O:19]1[C:20]2[CH:26]=[CH:25][CH:24]=[CH:23][C:21]=2[N:22]=[C:18]1[C:13]1[CH:12]=[C:11]([NH2:10])[CH:16]=[C:15]([Br:17])[CH:14]=1 |f:1.2|. The yield is 91.0%. Procedure details: To a solution of (3-benzoxazol-2-yl-5-bromo-phenyl)-carbamic acid benzyl ester (0.160 g, 0.38 mmol) in chloroform (5.0 mL) at room temperature was added BF3-Et2O (0.21 g, 1.5 mmol) and dimethylsulfide (0.24 g, 3.78 mmol). The reaction mixture was stirred at room temperature for 20 hours. The solvent was removed and residue was purified by preparative TLC eluting with 3:1/hexanes:ethyl acetate to give 3-benzoxazol-2-yl-5-bromo-phenylamine (0.10 g, 92%) as a yellow solid. Reactants: starch iodide, C(C1=CC=CC=C1)OC(=O)CCOP(=O)(OCC)CN1C(C(C1SC)N=[N+]=[N-])=O (1-(Benzyloxycarbonyldiethylphosphono)methyl-3-azido-4-(methylthio)-2-azetidinone), BrNC(C)=O (N-bromoacetamide), S(=S)(=O)([O-])[O-].[Na+].[Na+] (Sodium thiosulfate), [Cl-].[Na+] (sodium chloride). Solvent: CO (methanol). Conditions: time 5 minute. Product: C(C1=CC=CC=C1)OC(=O)CCOP(=O)(OCC)CN1C(C(C1S(=O)(=O)C)N=[N+]=[N-])=O (1-(benzyloxycarbonyldiethylphosphono)methyl-3-azido-4-methylsulfonyl-2-azetidinone). As a reaction SMILES: [CH2:1]([O:8][C:9]([CH2:11][CH2:12][O:13][P:14]([CH2:19][N:20]1[CH:23](SC)[CH:22]([N:26]=[N+:27]=[N-:28])[C:21]1=[O:29])([O:16][CH2:17][CH3:18])=[O:15])=[O:10])[C:2]1[CH:7]=[CH:6][CH:5]=[CH:4][CH:3]=1.BrN[C:32](=O)C.[S:35]([O-:39])([O-])(=[O:37])=S.[Na+].[Na+].[Cl-].[Na+]>CO>[CH2:1]([O:8][C:9]([CH2:11][CH2:12][O:13][P:14]([CH2:19][N:20]1[CH:23]([S:35]([CH3:32])(=[O:39])=[O:37])[CH:22]([N:26]=[N+:27]=[N-:28])[C:21]1=[O:29])([O:16][CH2:17][CH3:18])=[O:15])=[O:10])[C:2]1[CH:7]=[CH:6][CH:5]=[CH:4][CH:3]=1 |f:2.3.4,5.6|. Procedure details: 1-(Benzyloxycarbonyldiethylphosphono)methyl-3-azido-4-(methylthio)-2-azetidinone (0.44 g.) is dissolved in methanol (20 ml.) and treated with N-bromoacetamide (0.52 g.) for two hours. Sodium thiosulfate (10 ml.; 0.1N) is then added and the mixture is allowed to stir for five minutes. At the end of this time, the reaction mixture shows no positive reaction to starch iodide paper. The reaction mixture is saturated with sodium chloride and extracted with methylene chloride. The methylene chloride e... Starting materials: ClC1=NC=CC(=C1)C=1C=2N(N=C(C1CCCCC(=O)OCC)C1=CC=CC=C1)C(=CC2)CC (ethyl 5-[4-(2-chloro-4-pyridinyl)-7-ethyl-2-phenylpyrrolo[1,2-b]pyridazin-3-yl]pentanoate), C[S-].[Na+] (sodium thiomethoxide), Cl (hydrochloric acid). The solvent is C1(=CC=CC=C1)C (toluene), O1CCCC1 (tetrahydrofuran). Product: C(C)C1=CC=C2N1N=C(C(=C2C2=CC(=NC=C2)SC)CCCCC(=O)O)C2=CC=CC=C2 (5-{7-ethyl-4-[2-(methylthio)-4-pyridinyl]-2-phenylpyrrolo-[1,2-b]pyridazin-3-yl}pentanoic acid). Isolated yield 73.4%. Reaction SMILES: Cl[C:2]1[CH:7]=[C:6]([C:8]2[C:9]3[N:10]([C:29]([CH2:32][CH3:33])=[CH:30][CH:31]=3)[N:11]=[C:12]([C:23]3[CH:28]=[CH:27][CH:26]=[CH:25][CH:24]=3)[C:13]=2[CH2:14][CH2:15][CH2:16][CH2:17][C:18]([O:20]CC)=[O:19])[CH:5]=[CH:4][N:3]=1.[CH3:34][S-:35].[Na+].Cl>C1(C)C=CC=CC=1.O1CCCC1>[CH2:32]([C:29]1[N:10]2[N:11]=[C:12]([C:23]3[CH:28]=[CH:27][CH:26]=[CH:25][CH:24]=3)[C:13]([CH2:14][CH2:15][CH2:16][CH2:17][C:18]([OH:20])=[O:19])=[C:8]([C:6]3[CH:5]=[CH:4][N:3]=[C:2]([S:35][CH3:34])[CH:7]=3)[C:9]2=[CH:31][CH:30]=1)[CH3:33] |f:1.2|. Procedure: To a solution of ethyl 5-[4-(2-chloro-4-pyridinyl)-7-ethyl-2-phenylpyrrolo[1,2-b]pyridazin-3-yl]pentanoate (120 mg) in toluene (5 mL) and tetrahydrofuran (10 mL) was added sodium thiomethoxide (91.0 mg) and the mixture was heated under reflux for 4 hours. The solution was acidfied with 1N hydrochloric acid and extracted with chloroform. The organic layer was separated, washed with brine, dried over magnesium sulfate, and evaporated in vacuo. The residue was purified by silica gel column chromato...